From a dataset of the Open Reaction Database (ORD), a public repository of structured organic reaction records. describe an organic reaction: reactants, conditions, products, and yield Reactants: CCCCC(O)CCCC, CC#N, O=S(=O)([O-])c1ccccc1I, [Na+]. The product is CCCCC(=O)CCCC. Reaction SMILES: [CH3:13][CH2:14][CH2:15][CH2:16][CH:17]([CH2:18][CH2:19][CH2:20][CH3:21])[OH:22].[CH3:23][C:24]#[N:25].[I:1][c:2]1[cH:3][cH:4][cH:5][cH:6][c:7]1[S:8]([O-:9])(=[O:10])=[O:11].[Na+:12]>>[CH3:13][CH2:14][CH2:15][CH2:16][C:17]([CH2:18][CH2:19][CH2:20][CH3:21])=[O:22].